From a dataset of the Open Reaction Database (ORD), a public repository of structured organic reaction records. describe an organic reaction: reactants, conditions, products, and yield Reported procedure: 5 g of benzyl indole-2-carboxlate in solution in 20 ml of dimethylformamide are introduced slowly into 30 ml of a suspension of 1 g of NaOH in 30 ml of dimethylformamide and 3.1 g of methyl bromoacetate are then introduced. After 12 hours at ambient temperature, with stirring, the mixture is poured into a volume of ice-water and then extracted with ethyl acetate. The dried organic phase is concentrated and the residue is recrystallised from aqueous ethanol (95%, V/V). m.p.=94° C.; yield 87%. As a reaction SMILES: [NH:1]1[C:9]2[C:4](=[CH:5][CH:6]=[CH:7][CH:8]=2)[CH:3]=[C:2]1[C:10]([O:12][CH2:13][C:14]1[CH:19]=[CH:18][CH:17]=[CH:16][CH:15]=1)=[O:11].[OH-].[Na+].Br[CH2:23][C:24]([O:26][CH3:27])=[O:25]>CN(C)C=O>[CH3:27][O:26][C:24]([CH2:23][C:3]1[C:4]2[C:9](=[CH:8][CH:7]=[CH:6][CH:5]=2)[NH:1][C:2]=1[C:10]([O:12][CH2:13][C:14]1[CH:19]=[CH:18][CH:17]=[CH:16][CH:15]=1)=[O:11])=[O:25] |f:1.2|. Conditions: time 12 hour. Run in CN(C=O)C (dimethylformamide), CN(C=O)C (dimethylformamide). Reactants: N1C(=CC2=CC=CC=C12)C(=O)OCC1=CC=CC=C1 (benzyl indole-2-carboxlate), suspension, [OH-].[Na+] (NaOH), BrCC(=O)OC (methyl bromoacetate), ice water. Yield: 87.0%. The product is COC(=O)CC1=C(NC2=CC=CC=C12)C(=O)OCC1=CC=CC=C1 (Benzyl (1-methoxycarbonylmethyl)indole-2-carboxylate). Starting materials: COC([C@@H](NC(C1=C(C=C(C=C1)C=CC=1C=NC=CC1Cl)C1=C(C=CC=C1)C)=O)CCSC)=O (N-[4-(2-(4-chloropyridin-3-yl)ethenyl)-2-(2-methylphenyl)benzoyl]methionine methyl ester), FC=1C=C(CO)C=C(C1)F (3,5-difluorobenzyl alcohol), [H-].[Na+] (NaH). Solvent: CN(C)C=O (DMF). Reaction conditions: time 18 hour. Product: [Na+].FC=1C=C(COC2=C(C=NC=C2)C=CC2=CC(=C(C(=O)N[C@@H](CCSC)C(=O)[O-])C=C2)C2=C(C=CC=C2)C)C=C(C1)F (N-[4-(2-(4-(3,5-Difluorobenzyl)oxypyridin-3-yl)ethenyl)-2-(2-methylphenyl)benzoyl]methionine Sodium Salt). RXN SMILES: C[O:2][C:3](=[O:34])[C@H:4]([CH2:30][CH2:31][S:32][CH3:33])[NH:5][C:6](=[O:29])[C:7]1[CH:12]=[CH:11][C:10]([CH:13]=[CH:14][C:15]2[CH:16]=[N:17][CH:18]=[CH:19][C:20]=2Cl)=[CH:9][C:8]=1[C:22]1[CH:27]=[CH:26][CH:25]=[CH:24][C:23]=1[CH3:28].[H-].[Na+:36].[F:37][C:38]1[CH:39]=[C:40]([CH:43]=[C:44]([F:46])[CH:45]=1)[CH2:41][OH:42]>CN(C=O)C>[Na+:36].[F:37][C:38]1[CH:39]=[C:40]([CH:43]=[C:44]([F:46])[CH:45]=1)[CH2:41][O:42][C:20]1[CH:19]=[CH:18][N:17]=[CH:16][C:15]=1[CH:14]=[CH:13][C:10]1[CH:11]=[CH:12][C:7]([C:6]([NH:5][C@H:4]([C:3]([O-:34])=[O:2])[CH2:30][CH2:31][S:32][CH3:33])=[O:29])=[C:8]([C:22]2[CH:27]=[CH:26][CH:25]=[CH:24][C:23]=2[CH3:28])[CH:9]=1 |f:1.2,5.6|. Procedure details: N-[4-(2-(4-chloropyridin-3-yl)ethenyl)-2-(2-methylphenyl)benzoyl]methionine methyl ester, prepared as in Example 1040, (27 mg, 0.05 mmol) was dissolved in DMF (1 mL) with 3,5-difluorobenzyl alcohol (0.1 mL) and treated with NaH (60% in mineral oil, 6.5 mg, 0.16 mmol). After stirring 18 hours at ambient temperature, the reaction was evaporated and lyophilized from water to provide 29 mg of the title compound. MS m/e 589 (M+H)+. The product is Cc1cc(Nc2ccc([N+](=O)[O-])cc2)nc(N)n1. As a reaction SMILES: [CH3:11][c:12]1[cH:13][c:14]([Cl:15])[n:16][c:17]([NH2:18])[n:19]1.[CH3:20][CH2:21][O:22][CH2:23][CH2:24][OH:25].[NH2:1][c:2]1[cH:3][cH:4][c:5]([N+:8]([O-:9])=[O:10])[cH:6][cH:7]1>>[NH:1]([c:2]1[cH:3][cH:4][c:5]([N+:8]([O-:9])=[O:10])[cH:6][cH:7]1)[c:14]1[cH:13][c:12]([CH3:11])[n:19][c:17]([NH2:18])[n:16]1. Starting materials: Cc1cc(Cl)nc(N)n1, CCOCCO, Nc1ccc([N+](=O)[O-])cc1. The reactants are C(#N)C1=CC=NC=C1 (4-cyanopyridine), BrCCCCBr (1,4-dibromobutane). Solvent: CN(C=O)C (dimethylformamide). Run at temperature 60 celsius, time 24 hour. The product is [Br-].[Br-].C(#N)C1=CC=[N+](C=C1)CCCC[N+]1=CC=C(C=C1)C#N (tetramethylenebis(4-cyanopyridinium)dibromide). Isolated yield 226.3%. RXN SMILES: [C:1]([C:3]1[CH:8]=[CH:7][N:6]=[CH:5][CH:4]=1)#[N:2].[Br:9][CH2:10][CH2:11][CH2:12][CH2:13]Br>CN(C)C=O>[Br-:9].[Br-:9].[C:1]([C:3]1[CH:8]=[CH:7][N+:6]([CH2:10][CH2:11][CH2:12][CH2:13][N+:6]2[CH:7]=[CH:8][C:3]([C:1]#[N:2])=[CH:4][CH:5]=2)=[CH:5][CH:4]=1)#[N:2] |f:3.4.5|. Reported procedure: A mixture of 4-cyanopyridine (12.5 g; 0.12 mol) and 1,4-dibromobutane (13 g; 0.06 mol) in dimethylformamide (50 ml) was stirred at 60° C. for 24 hours, and yellow precipitate was collected by filtration and washed with acetine to give tetramethylenebis(4-cyanopyridinium)dibromide (28.8 g). m.p., 296°-300° C.